Dataset: the Open Reaction Database (ORD), a public repository of structured organic reaction records. Task: describe an organic reaction: reactants, conditions, products, and yield The reactants are [Al+3], C1CCOC1, COC(=O)c1cc(F)c(-c2cc(OC)ccc2F)c(C2CCCC2(C)C)c1, [H-], [H-], [H-], [H-], [Li+], [Na+], [OH-]. Yields the product COc1ccc(F)c(-c2c(F)cc(CO)cc2C2CCCC2(C)C)c1. RXN SMILES: [Al+3:29].[CH2:36]1[O:37][CH2:38][CH2:39][CH2:40]1.[CH3:1][C:2]1([CH3:27])[CH:3]([c:7]2[c:8](-[c:18]3[c:19]([F:26])[cH:20][cH:21][c:22]([O:24][CH3:25])[cH:23]3)[c:9]([F:17])[cH:10][c:11]([C:13](=[O:14])[O:15][CH3:16])[cH:12]2)[CH2:4][CH2:5][CH2:6]1.[H-:28].[H-:31].[H-:32].[H-:33].[Li+:30].[Na+:35].[OH-:34]>>[CH3:1][C:2]1([CH3:27])[CH:3]([c:7]2[c:8](-[c:18]3[c:19]([F:26])[cH:20][cH:21][c:22]([O:24][CH3:25])[cH:23]3)[c:9]([F:17])[cH:10][c:11]([CH2:13][OH:14])[cH:12]2)[CH2:4][CH2:5][CH2:6]1. Starting materials: COC(=O)CCOc1cc(F)cc(F)c1, O, O=S(=O)(O)C(F)(F)F. Product: O=C1CCOc2cc(F)cc(F)c21. RXN SMILES: [F:1][c:2]1[cH:3][c:4]([O:5][CH2:6][CH2:7][C:8]([O:10][CH3:9])=[O:11])[cH:12][c:13]([F:15])[cH:14]1.[OH2:24].[OH:16][S:17]([C:18]([F:19])([F:20])[F:21])(=[O:22])=[O:23]>>[F:1][c:2]1[cH:3][c:4]2[c:12]([c:13]([F:15])[cH:14]1)[C:8](=[O:10])[CH2:7][CH2:6][O:5]2.